This data is from the Open Reaction Database (ORD), a public repository of structured organic reaction records. The task is: describe an organic reaction: reactants, conditions, products, and yield Starting materials: CC(C)(C)OC(=O)N1CC(C)(C)OCC1C(=O)O, Nc1cc(Cl)cc2c1[nH]c1cnccc12. The product is CC(C)(C)OC(=O)N1CC(C)(C)OCC1C(=O)Nc1cc(Cl)cc2c1[nH]c1cnccc12. RXN SMILES: [C:16]([CH3:17])([CH3:18])([CH3:19])[O:20][C:21](=[O:22])[N:23]1[CH:24]([C:31](=[O:32])[OH:33])[CH2:25][O:26][C:27]([CH3:29])([CH3:30])[CH2:28]1.[Cl:1][c:2]1[cH:3][c:4]2[c:5]3[cH:6][cH:7][n:8][cH:9][c:10]3[nH:11][c:12]2[c:13]([NH2:15])[cH:14]1>>[Cl:1][c:2]1[cH:3][c:4]2[c:5]3[cH:6][cH:7][n:8][cH:9][c:10]3[nH:11][c:12]2[c:13]([NH:15][C:31]([CH:24]2[N:23]([C:21]([O:20][C:16]([CH3:17])([CH3:18])[CH3:19])=[O:22])[CH2:28][C:27]([CH3:29])([CH3:30])[O:26][CH2:25]2)=[O:32])[cH:14]1. Reactants: O=C(Cl)OCc1ccccc1, CNc1cc(CC(NS(=O)(=O)c2ccccc2)C(=O)NCCCCc2ccccc2)ccc1O, c1ccncc1. The product is CN(C(=O)OCc1ccccc1)c1cc(CC(NS(=O)(=O)c2ccccc2)C(=O)NCCCCc2ccccc2)ccc1O. Reaction SMILES: [Cl:35][C:36](=[O:37])[O:38][CH2:39][c:40]1[cH:41][cH:42][cH:43][cH:44][cH:45]1.[c:1]1([S:7](=[O:8])(=[O:9])[NH:10][CH:11]([C:12](=[O:13])[NH:14][CH2:15][CH2:16][CH2:17][CH2:18][c:19]2[cH:20][cH:21][cH:22][cH:23][cH:24]2)[CH2:25][c:26]2[cH:27][c:28]([NH:33][CH3:34])[c:29]([OH:32])[cH:30][cH:31]2)[cH:2][cH:3][cH:4][cH:5][cH:6]1.[cH:46]1[cH:47][cH:48][n:49][cH:50][cH:51]1>>[c:1]1([S:7](=[O:8])(=[O:9])[NH:10][CH:11]([C:12](=[O:13])[NH:14][CH2:15][CH2:16][CH2:17][CH2:18][c:19]2[cH:20][cH:21][cH:22][cH:23][cH:24]2)[CH2:25][c:26]2[cH:27][c:28]([N:33]([CH3:34])[C:36](=[O:37])[O:38][CH2:39][c:40]3[cH:41][cH:42][cH:43][cH:44][cH:45]3)[c:29]([OH:32])[cH:30][cH:31]2)[cH:2][cH:3][cH:4][cH:5][cH:6]1. Starting materials: OC(C(=O)C1=CC=CC=C1)N1C=NC=C1 (2-hydroxy-α-(1-imidazolyl)-acetophenone). Run in C(C1=CC=CC=C1)=O (benzaldehyde). Reaction conditions: temperature 110 celsius. Product: C1(=CC=CC=C1)[C@@H]1OC2=C(C([C@H]1N1C=NC=C1)=O)C=CC=C2 (trans 2-phenyl-3-(1-imidazolyl)-2,3-dihydro-4H-1-benzopyran-4-one). The yield is 79.6%. As a reaction SMILES: O[CH:2]([N:11]1[CH:15]=[CH:14][N:13]=[CH:12]1)[C:3]([C:5]1[CH:10]=[CH:9][CH:8]=[CH:7][CH:6]=1)=[O:4]>C(=O)C1C=CC=CC=1>[C:5]1([C@H:3]2[C@H:2]([N:11]3[CH:15]=[CH:14][N:13]=[CH:12]3)[C:3](=[O:4])[C:5]3[CH:10]=[CH:9][CH:8]=[CH:7][C:6]=3[O:4]2)[CH:10]=[CH:9][CH:8]=[CH:7][CH:6]=1. Procedure: A mixture of 2-hydroxy-α-(1-imidazolyl)-acetophenone (3.5 g), and benzaldehyde (200 ml) was heated at 110° C. for 8 hours. The benzaldehyde was evaporated under reduced pressure and the residue, taken up with CH2Cl2 (100 ml), washed with H2O, was extracted with a solution of 8% HCl. The acid solution, neutralized with NaHCO3, extracted with CH2Cl2, dried and evaporated, gave 2 g of trans 2-phenyl-3-(1-imidazolyl)-2,3-dihydro-4H-1-benzopyran-4-one m.p. 199°-203° C. The reactants are NC1=CC=C2COC(=O)C2=C1 (6-aminophthalide), diazonium salt, [I-].[K+] (potassium iodide). Yields the product IC1=CC=C2COC(=O)C2=C1 (6-iodophthalide). RXN SMILES: N[C:2]1[CH:11]=[C:10]2[C:5]([CH2:6][O:7][C:8]2=[O:9])=[CH:4][CH:3]=1.[I-:12].[K+]>>[I:12][C:2]1[CH:11]=[C:10]2[C:5]([CH2:6][O:7][C:8]2=[O:9])=[CH:4][CH:3]=1 |f:1.2|. The yield is 23.0%. Reported procedure: The 6-iodophthalide was prepared in 23% yield via diazotization of 6-aminophthalide and subsequent treatment of the diazonium salt with potassium iodide according to the method of Tassman (Rec. Trav. Chim. Pays-Bas, 46, 653). Starting materials: C1COCCOCCOCCOCCO1, C1CCOC1, CCOP(=O)(Cc1ccc(C(=O)OC)cc1)OCC, [H-], [Na+], CC(C)(C)OC(=O)N1CCC(=O)CC1. Yields the product COC(=O)c1ccc(C=C2CCN(C(=O)OC(C)(C)C)CC2)cc1. As a reaction SMILES: [CH2:20]1[O:21][CH2:22][CH2:23][O:24][CH2:25][CH2:26][O:27][CH2:28][CH2:29][O:30][CH2:31][CH2:32][O:33][CH2:34]1.[CH2:51]1[O:52][CH2:53][CH2:54][CH2:55]1.[CH3:1][O:2][C:3](=[O:4])[c:5]1[cH:6][cH:7][c:8]([CH2:9][P:10](=[O:11])([O:12][CH2:13][CH3:14])[O:15][CH2:16][CH3:17])[cH:18][cH:19]1.[H-:35].[Na+:36].[O:37]=[C:38]1[CH2:39][CH2:40][N:41]([C:44](=[O:45])[O:46][C:47]([CH3:48])([CH3:49])[CH3:50])[CH2:42][CH2:43]1>>[CH3:1][O:2][C:3](=[O:4])[c:5]1[cH:6][cH:7][c:8]([CH:9]=[C:38]2[CH2:39][CH2:40][N:41]([C:44](=[O:45])[O:46][C:47]([CH3:48])([CH3:49])[CH3:50])[CH2:42][CH2:43]2)[cH:18][cH:19]1.